This data is from the Open Reaction Database (ORD), a public repository of structured organic reaction records. The task is: describe an organic reaction: reactants, conditions, products, and yield The reactants are CC(C)(C)[O-], CN(C)C=O, Oc1ccc(OCc2ccc(F)c(F)c2)cc1, O=[N+]([O-])c1ccccc1F, [K+], O. The product is O=[N+]([O-])c1ccccc1Oc1ccc(OCc2ccc(F)c(F)c2)cc1. As a reaction SMILES: [CH3:18][C:19]([CH3:20])([O-:21])[CH3:22].[CH3:35][N:36]([CH3:37])[CH:38]=[O:39].[F:1][c:2]1[cH:3][c:4]([CH2:5][O:6][c:7]2[cH:8][cH:9][c:10]([OH:13])[cH:11][cH:12]2)[cH:14][cH:15][c:16]1[F:17].[F:24][c:25]1[c:26]([N+:31](=[O:32])[O-:33])[cH:27][cH:28][cH:29][cH:30]1.[K+:23].[OH2:34]>>[F:1][c:2]1[cH:3][c:4]([CH2:5][O:6][c:7]2[cH:8][cH:9][c:10]([O:13][c:25]3[c:26]([N+:31](=[O:32])[O-:33])[cH:27][cH:28][cH:29][cH:30]3)[cH:11][cH:12]2)[cH:14][cH:15][c:16]1[F:17]. The reactants are [OH-].[K+] (potassium hydroxide), FC1=C(C(=C(C=C1)CCCC=O)OC)OC (4-Fluoro-2,3-dimethoxybenzene butanal). Reagents/catalysts: [N+](=O)([O-])[O-].[Ag+] (silver nitrate), [Ag]=O (silver oxide). Run in O (H2O), O (H2O), C(C)O (ethanol). Run at time 1 hour. The product is FC1=C(C(=C(C=C1)CCCC(=O)O)OC)OC (4-Fluoro-2,3-dimethoxybenzene butanoic acid). The yield is 30.0%. RXN SMILES: [F:1][C:2]1[CH:7]=[CH:6][C:5]([CH2:8][CH2:9][CH2:10][CH:11]=[O:12])=[C:4]([O:13][CH3:14])[C:3]=1[O:15][CH3:16].[OH-:17].[K+]>O.C(O)C.[Ag]=O.[N+]([O-])([O-])=O.[Ag+]>[F:1][C:2]1[CH:7]=[CH:6][C:5]([CH2:8][CH2:9][CH2:10][C:11]([OH:17])=[O:12])=[C:4]([O:13][CH3:14])[C:3]=1[O:15][CH3:16] |f:1.2,6.7|. Procedure details: The product from Example 55 (12.6 g) was oxidized with silver oxide prepared in situ from a solution of silver nitrate (15.6 g) in H2O (22 ml) and potassium hydroxide (12.7 g) in H2O (22 ml). The reaction was done in ethanol (170 ml) with stirring at room temperature. After 1 hour, the precipitated silver salts were filtered, washed with water and concentrated to 1/2 volume. The aqueous basic layer was diluted with water extracted with hexane several times, acidified and extracted with ethyl ace... Reactants: C(C)(C)(C)OC(=O)NCC=1C(=C(C=CC1N1N=CC=C1)NC(SCC)=N)C (N-(3-((tert-butoxycarbonyl)aminomethyl)-2-methyl-4-(pyrazol-1-yl)phenyl)-S-ethylisothiourea), Cl (HCl). Conditions: time 3 hour. Product: Cl.Cl.NCC=1C(=C(C=CC1N1N=CC=C1)NC(SCC)=N)C (N-(3-aminomethyl-2-methyl-4-(pyrazol-1-yl)phenyl)-S-ethylisothiourea dihydrochloride). Isolated yield 93.0%. RXN SMILES: C(OC([NH:8][CH2:9][C:10]1[C:11]([CH3:27])=[C:12]([NH:21][C:22](=[NH:26])[S:23][CH2:24][CH3:25])[CH:13]=[CH:14][C:15]=1[N:16]1[CH:20]=[CH:19][CH:18]=[N:17]1)=O)(C)(C)C.[ClH:28]>>[ClH:28].[ClH:28].[NH2:8][CH2:9][C:10]1[C:11]([CH3:27])=[C:12]([NH:21][C:22](=[NH:26])[S:23][CH2:24][CH3:25])[CH:13]=[CH:14][C:15]=1[N:16]1[CH:20]=[CH:19][CH:18]=[N:17]1 |f:2.3.4|. Procedure: A mixture of the compound (47 mg) obtained in Example 7f and 6 N HCl (6 ml) was stirred at room temperature for 3 hours. The reaction mixture was concentrated at reduced pressure to give the titled compound (yield, 93%). Reactants: CC(C)O, NC1CCCC(O)C1, O=[N+]([O-])c1cnc2c(ccn2S(=O)(=O)c2ccccc2)c1Cl. Product: O=[N+]([O-])c1cnc2c(ccn2S(=O)(=O)c2ccccc2)c1NC1CCCC(O)C1. Reaction SMILES: [CH:31]([OH:32])([CH3:33])[CH3:34].[NH2:23][CH:24]1[CH2:25][CH:26]([OH:30])[CH2:27][CH2:28][CH2:29]1.[c:1]1([S:7](=[O:8])(=[O:9])[n:10]2[cH:11][cH:12][c:13]3[c:14]2[n:15][cH:16][c:17]([N+:20](=[O:21])[O-:22])[c:18]3[Cl:19])[cH:2][cH:3][cH:4][cH:5][cH:6]1>>[c:1]1([S:7](=[O:8])(=[O:9])[n:10]2[cH:11][cH:12][c:13]3[c:14]2[n:15][cH:16][c:17]([N+:20](=[O:21])[O-:22])[c:18]3[NH:23][CH:24]2[CH2:25][CH:26]([OH:30])[CH2:27][CH2:28][CH2:29]2)[cH:2][cH:3][cH:4][cH:5][cH:6]1. Reactants: COC(=O)C1=C(O)c2ccc3ccccc3c2S(=O)(=O)N1C, CCO, CCc1sc(N)nc1C. Product: CCc1sc(NC(=O)C2=C(O)c3ccc4ccccc4c3S(=O)(=O)N2C)nc1C. Reaction SMILES: [CH3:1][O:2][C:3](=[O:4])[C:5]1=[C:10]([OH:11])[c:9]2[c:8]([c:19]3[c:14]([cH:13][cH:12]2)[cH:15][cH:16][cH:17][cH:18]3)[S:7](=[O:20])(=[O:21])[N:6]1[CH3:22].[CH3:32][CH2:33][OH:34].[NH2:23][c:24]1[s:25][c:26]([CH2:30][CH3:31])[c:27]([CH3:29])[n:28]1>>[O:2]=[C:3]([C:5]1=[C:10]([OH:11])[c:9]2[c:8]([c:19]3[c:14]([cH:13][cH:12]2)[cH:15][cH:16][cH:17][cH:18]3)[S:7](=[O:20])(=[O:21])[N:6]1[CH3:22])[NH:23][c:24]1[s:25][c:26]([CH2:30][CH3:31])[c:27]([CH3:29])[n:28]1. Reaction SMILES: O[CH2:2][CH2:3][C:4]1[C:13]([CH3:14])=[C:12]2[C:7]([CH2:8][CH2:9][C:10](=[O:15])[NH:11]2)=[CH:6][C:5]=1[CH2:16][CH2:17][NH:18][C:19](=[O:25])[O:20][C:21]([CH3:24])([CH3:23])[CH3:22].CS(Cl)(=O)=O.CC(C)([O-])C.[K+].[Cl-].[NH4+]>C1COCC1.C(N(CC)CC)C>[CH3:14][C:13]1[C:4]2[CH2:3][CH2:2][N:18]([C:19]([O:20][C:21]([CH3:24])([CH3:23])[CH3:22])=[O:25])[CH2:17][CH2:16][C:5]=2[CH:6]=[C:7]2[C:12]=1[NH:11][C:10](=[O:15])[CH2:9][CH2:8]2 |f:2.3,4.5|. Procedure details: To a solution of 1.793 g of t-butyl {2-[7-(2-hydroxyethyl)-8-methyl-2-oxo-1,2,3,4-tetrahydroquinolin-6-yl]ethyl}carbamate in 30 ml of THF were added 0.48 ml of methanesulfonyl chloride and 1.5 ml of triethylamine under ice-cooling, followed by stirring for 30 minutes. To the reaction mixture was added portionwise 1.8 g of potassium t-butoxide under ice-cooling, followed by stirring for 1.5 hours. To the reaction mixture was added a saturated aqueous ammonium chloride solution, followed by extrac... Conditions: time 30 minute. Starting materials: OCCC1=C(C=C2CCC(NC2=C1C)=O)CCNC(OC(C)(C)C)=O (t-butyl {2-[7-(2-hydroxyethyl)-8-methyl-2-oxo-1,2,3,4-tetrahydroquinolin-6-yl]ethyl}carbamate), CS(=O)(=O)Cl (methanesulfonyl chloride), [Cl-].[NH4+] (ammonium chloride), CC(C)([O-])C.[K+] (potassium t-butoxide). Yield: 62.3%. The product is CC=1C2=C(C=C3CCC(NC13)=O)CCN(CC2)C(=O)OC(C)(C)C (t-butyl 11-methyl-2-oxo-1,2,3,4,6,7,9,10-octahydro-8H-azepino[4,5-g]quinoline-8-carboxylate). Solvent: C1CCOC1 (THF), C(C)N(CC)CC (triethylamine). Reactants: COC1=C(C2=CC=CC=C2C=C1)C(=O)O (2-methoxy-1-naphthalenecarboxylic acid). Reagents/catalysts: [Pd] (Pd/C). The solvent is CC(=O)O (HOAc). Conditions: time 23 hour. Yields the product COC1=C(C=2CCCCC2C=C1)C(=O)O (2-Methoxy-5,6,7,8-tetrahydro-1-naphthalenecarboxylic acid). The yield is 36.9%. Reaction SMILES: [CH3:1][O:2][C:3]1[CH:12]=[CH:11][C:10]2[C:5](=[CH:6][CH:7]=[CH:8][CH:9]=2)[C:4]=1[C:13]([OH:15])=[O:14]>CC(O)=O.[Pd]>[CH3:1][O:2][C:3]1[CH:12]=[CH:11][C:10]2[CH2:9][CH2:8][CH2:7][CH2:6][C:5]=2[C:4]=1[C:13]([OH:15])=[O:14]. Procedure: A mixture of 2-methoxy-1-naphthalenecarboxylic acid (1.0 g, 4.95 mmol) and 10% Pd/C (0.3 g) in HOAc (25 mL) was hydrogenated on Parr apparatus at 60° C. and 50 psi for 23 h. After filtration through diatomaceous earth, the solvent was removed under reduced pressure, and water was added. The solid was filtered and washed with water to give product as a yellow solid (0.377 g, 37%). 1H NMR (DMSO-d6) δ 12.81 (s, 1H), 7.05 (d, 1H), 6.83 (d, 1H), 3.68 (s, 3H), 2.66 (s, 2H), 2.59 (s, 2H), 1.69 (m, 4H);...